Dataset: the Open Reaction Database (ORD), a public repository of structured organic reaction records. Task: describe an organic reaction: reactants, conditions, products, and yield Reactants: CCCCCCCCCCCCCC(=O)Cl, [Cl-], Cl, c1ccccc1, COC(=O)c1ccc[nH]1. Product: CCCCCCCCCCCCCC(=O)c1c[nH]c(C(=O)OC)c1. RXN SMILES: [C:10]([CH2:11][CH2:12][CH2:13][CH2:14][CH2:15][CH2:16][CH2:17][CH2:18][CH2:19][CH2:20][CH2:21][CH2:22][CH3:23])(=[O:24])[Cl:25].[Cl-:26].[ClH:27].[cH:28]1[cH:29][cH:30][cH:31][cH:32][cH:33]1.[nH:1]1[c:2]([C:6](=[O:7])[O:8][CH3:9])[cH:3][cH:4][cH:5]1>>[nH:1]1[c:2]([C:6](=[O:7])[O:8][CH3:9])[cH:3][c:4]([C:10]([CH2:11][CH2:12][CH2:13][CH2:14][CH2:15][CH2:16][CH2:17][CH2:18][CH2:19][CH2:20][CH2:21][CH2:22][CH3:23])=[O:24])[cH:5]1. Reactants: C(=O)(OC)C=1N=C(C2=CC=C(C=C2C1)OC)C1=CC=CC=C1 (3-carbomethoxy-6-methoxy-1-phenylisoquinoline), Cl.N1=CC=CC=C1 (pyridine hydrochloride). Solvent: O (H2O). Conditions: temperature 170 celsius. Product: C(=O)(OC)C=1N=C(C2=CC=C(C=C2C1)O)C1=CC=CC=C1 (3-Carbomethoxy-6-hydroxy-1-phenylisoquinoline). RXN SMILES: [C:1]([C:5]1[N:6]=[C:7]([C:17]2[CH:22]=[CH:21][CH:20]=[CH:19][CH:18]=2)[C:8]2[C:13]([CH:14]=1)=[CH:12][C:11]([O:15]C)=[CH:10][CH:9]=2)([O:3][CH3:4])=[O:2].Cl.N1C=CC=CC=1>O>[C:1]([C:5]1[N:6]=[C:7]([C:17]2[CH:22]=[CH:21][CH:20]=[CH:19][CH:18]=2)[C:8]2[C:13]([CH:14]=1)=[CH:12][C:11]([OH:15])=[CH:10][CH:9]=2)([O:3][CH3:4])=[O:2] |f:1.2|. Procedure details: A mixture of 3-carbomethoxy-6-methoxy-1-phenylisoquinoline (228 mg) and pyridine hydrochloride (700 mg) was heated at 170° C. for 6 hr. While still hot, H2O (15 mL) was added and the precipitate that formed was collected. The aqueous phase was extracted with EtOAc (5×) and the combined organics were dried (Na2SO4) and concentrated. The residual material was combined with the precipitate and dissolved in MeOH (20 mL) and conc. HCl (10 drops). After refluxing for 60 hr, the mixture was cooled to r... Reactants: OCCCC1=CC(=C(C=C1)[C@@H]1CC[C@H](CC1)NC)CNC (trans-4-[4-(3-hydroxypropyl)methylaminomethyl-phenyl]-N-methylcyclohexylamine), ClC1=C(C=C(C(=O)Cl)C=C1)C (4-chloro-3-methylbenzoylchloride). Product: ClC1=C(C=C(C(=O)N(C)[C@@H]2CC[C@H](CC2)C2=C(C=C(C=C2)CCCO)CNC)C=C1)C (trans-N-(4-chloro-3-methylbenzoyl)-N-methyl-4-[4-(3-hydroxypropyl)methylaminomethylphenyl]cyclohexylamine). RXN SMILES: [OH:1][CH2:2][CH2:3][CH2:4][C:5]1[CH:10]=[CH:9][C:8]([C@H:11]2[CH2:16][CH2:15][C@H:14]([NH:17][CH3:18])[CH2:13][CH2:12]2)=[C:7]([CH2:19][NH:20][CH3:21])[CH:6]=1.[Cl:22][C:23]1[CH:31]=[CH:30][C:26]([C:27](Cl)=[O:28])=[CH:25][C:24]=1[CH3:32]>>[Cl:22][C:23]1[CH:31]=[CH:30][C:26]([C:27]([N:17]([C@H:14]2[CH2:13][CH2:12][C@H:11]([C:8]3[CH:9]=[CH:10][C:5]([CH2:4][CH2:3][CH2:2][OH:1])=[CH:6][C:7]=3[CH2:19][NH:20][CH3:21])[CH2:16][CH2:15]2)[CH3:18])=[O:28])=[CH:25][C:24]=1[CH3:32]. Procedure: from trans-4-[4-(3-hydroxypropyl)methylaminomethyl-phenyl]-N-methylcyclohexylamine and 4-chloro-3-methylbenzoylchloride. Melting point: 98°-100° C.